This data is from the Open Reaction Database (ORD), a public repository of structured organic reaction records. The task is: describe an organic reaction: reactants, conditions, products, and yield Starting materials: C(C)(=O)OC=1C=C2C(CC(OC2=CC1C(C)(C)C)(COC1=CC=C(C=C1)[N+](=O)[O-])C)=O (6-acetoxy-7-t-butyl-2-methyl-2-(4-nitrophenoxymethyl)chroman-4-one), [H][H] (hydrogen). The reagents and catalysts are [Pd] (palladium-on-carbon). Run in C(C)(=O)O (acetic acid). Yields the product C(C)(=O)OC=1C=C2C(CC(OC2=CC1C(C)(C)C)(C)COC1=CC=C(C=C1)N)=O (6-acetoxy-2-(4-aminophenoxymethyl)-7-t-butyl-2-methylchroman-4-one). As a reaction SMILES: [C:1]([O:4][C:5]1[CH:6]=[C:7]2[C:12](=[CH:13][C:14]=1[C:15]([CH3:18])([CH3:17])[CH3:16])[O:11][C:10]([CH3:30])([CH2:19][O:20][C:21]1[CH:26]=[CH:25][C:24]([N+:27]([O-])=O)=[CH:23][CH:22]=1)[CH2:9][C:8]2=[O:31])(=[O:3])[CH3:2].[H][H]>C(O)(=O)C.[Pd]>[C:1]([O:4][C:5]1[CH:6]=[C:7]2[C:12](=[CH:13][C:14]=1[C:15]([CH3:18])([CH3:16])[CH3:17])[O:11][C:10]([CH2:19][O:20][C:21]1[CH:26]=[CH:25][C:24]([NH2:27])=[CH:23][CH:22]=1)([CH3:30])[CH2:9][C:8]2=[O:31])(=[O:3])[CH3:2]. Procedure details: In a similar manner to Preparation 44, 0.9 g of 6-acetoxy-7-t-butyl-2-methyl-2-(4-nitrophenoxymethyl)chroman-4-one was dissolved in 20 ml of acetic acid, and catalytic hydrogenation was performed for 5.5 hours with a hydrogen pressure of 45-55 lb/sq. inch (3.1-3.8 bars), using Pearl's apparatus, in the presence of 0.4 g of 10% w/w palladium-on-carbon. The palladium-on-carbon was removed by filtration from the reaction mixture and washed with acetic acid. The filtrate and the washings were combin...